This data is from the Open Reaction Database (ORD), a public repository of structured organic reaction records. The task is: describe an organic reaction: reactants, conditions, products, and yield Starting materials: ClC=1C=C(C(=O)OO)C=CC1 (m-chloroperoxybenzoic acid), BrC=1C=C(C=CC1SC)C1=C(C(C(O1)(C)C)=O)C1=CC=CC=C1 (5-{3-bromo-4-(methylthio)phenyl}-2,2-dimethyl-4-phenyl-3(2H)-furanone), [OH-].[Na+] (sodium hydroxide). Solvent: ClCCl (dichloromethane). Run at time 10 minute. The product is BrC=1C=C(C=CC1S(=O)C)C1=C(C(C(O1)(C)C)=O)C1=CC=CC=C1 (5-(3-bromo-4-(methylsulfinyl)phenyl}-2,2-dimethyl-4-phenyl-3(2H)-furanone). The yield is 76.2%. RXN SMILES: [Br:1][C:2]1[CH:3]=[C:4]([C:10]2[O:14][C:13]([CH3:16])([CH3:15])[C:12](=[O:17])[C:11]=2[C:18]2[CH:23]=[CH:22][CH:21]=[CH:20][CH:19]=2)[CH:5]=[CH:6][C:7]=1[S:8][CH3:9].ClC1C=C(C=CC=1)C(OO)=[O:29].[OH-].[Na+]>ClCCl>[Br:1][C:2]1[CH:3]=[C:4]([C:10]2[O:14][C:13]([CH3:16])([CH3:15])[C:12](=[O:17])[C:11]=2[C:18]2[CH:19]=[CH:20][CH:21]=[CH:22][CH:23]=2)[CH:5]=[CH:6][C:7]=1[S:8]([CH3:9])=[O:29] |f:2.3|. Procedure: 391 mg of 5-{3-bromo-4-(methylthio)phenyl}-2,2-dimethyl-4-phenyl-3(2H)-furanone (Example 336) dissolved in 50 ml dichloromethane was stirred at 0° C. for 50 minutes in the presence of 183 mg of 70% m-chloroperoxybenzoic acid. Then 10 ml 5% aqueous sodium hydroxide was added to the reaction mixture and the mixed solution was stirred for another 10 minutes. The dichloromethane was removed in vacuo and the resulting residue was extracted with 50 ml water and dichloromethane (30 ml×3). The organic l... Starting materials: Brc1cccc2nc[nH]c12, C1CNCCNC1, O. Product: c1cc(N2CCCNCC2)c2[nH]cnc2c1. As a reaction SMILES: [Br:1][c:2]1[cH:3][cH:4][cH:5][c:6]2[n:7][cH:8][nH:9][c:10]12.[NH:11]1[CH2:12][CH2:13][NH:14][CH2:15][CH2:16][CH2:17]1.[OH2:18]>>[c:2]1([N:11]2[CH2:12][CH2:13][NH:14][CH2:15][CH2:16][CH2:17]2)[cH:3][cH:4][cH:5][c:6]2[n:7][cH:8][nH:9][c:10]12.